Dataset: the Open Reaction Database (ORD), a public repository of structured organic reaction records. Task: describe an organic reaction: reactants, conditions, products, and yield Reactants: ClCCl, CC(C)(C)OC(=O)NC(Cc1ccccc1)CC(O)CC(N)c1ccccc1, O. Product: NC(Cc1ccccc1)CC(O)CC(N)c1ccccc1. As a reaction SMILES: [Cl:30][CH2:31][Cl:32].[NH2:1][CH:2]([CH2:3][CH:4]([CH2:5][CH:6]([CH2:7][c:8]1[cH:9][cH:10][cH:11][cH:12][cH:13]1)[NH:14][C:15]([O:16][C:17]([CH3:18])([CH3:19])[CH3:20])=[O:21])[OH:22])[c:23]1[cH:24][cH:25][cH:26][cH:27][cH:28]1.[OH2:29]>>[NH2:1][CH:2]([CH2:3][CH:4]([CH2:5][CH:6]([CH2:7][c:8]1[cH:9][cH:10][cH:11][cH:12][cH:13]1)[NH2:14])[OH:22])[c:23]1[cH:24][cH:25][cH:26][cH:27][cH:28]1. Starting materials: CC(=O)O, COc1cc(CO)cc(OC)c1OC, O. Reaction SMILES: [CH3:15][C:16](=[O:17])[OH:18].[CH3:1][O:2][c:3]1[cH:4][c:5]([CH2:6][OH:7])[cH:8][c:9]([O:13][CH3:14])[c:10]1[O:11][CH3:12].[OH2:19]>>[CH3:1][O:2][c:3]1[cH:4][c:5]([CH:6]=[O:7])[cH:8][c:9]([O:13][CH3:14])[c:10]1[O:11][CH3:12]. The product is COc1cc(C=O)cc(OC)c1OC. The reactants are C(C1=CC=CC=C1)OC(CCCC(=O)[O-])=O.C(CCC)[N+](CCCC)(CCCC)CCCC (tetrabutylammonium benzyl glutarate), ClCI (chloroiodomethane). Reaction conditions: time 3 hour. The product is C(CCCC(=O)OCCl)(=O)OCC1=CC=CC=C1 (Benzyl chloromethyl glutarate). The yield is 62.5%. RXN SMILES: [CH2:1]([O:8][C:9](=[O:16])[CH2:10][CH2:11][CH2:12][C:13]([O-:15])=[O:14])[C:2]1[CH:7]=[CH:6][CH:5]=[CH:4][CH:3]=1.C([N+](CCCC)(CCCC)CCCC)CCC.[Cl:34][CH2:35]I>>[C:9]([O:8][CH2:1][C:2]1[CH:7]=[CH:6][CH:5]=[CH:4][CH:3]=1)(=[O:16])[CH2:10][CH2:11][CH2:12][C:13]([O:15][CH2:35][Cl:34])=[O:14] |f:0.1|. Reported procedure: A mixture of 1.5 g (3.75 mmole) tetrabutylammonium benzyl glutarate and 20 ml chloroiodomethane is stirred at room temperature for three hours and concentrated in vacuo to a viscous oil. The oil is taken up in 20 ml ethyl acetate and 30 ml hexane and filtered to remove tetrabutylammonium iodide. The solvent is evaporated in vacuo and the residue purified by chromatography on 75 g silica gel, eluting with 70:30 ethyl acetate/hexane by volume. Fractions (15 ml) were collected every 0.7 minutes. Th... Run at time 16 hour. Reported procedure: To a solution of 4-(2-methoxyethyl)phenol (42 mg, 0.275 mmol) and (2S)-(+)-glycidyl tosylate (57 mg, 0.25 mmol) in 2 mL of DMF was added 15 mg (0.625 mmol) of sodium hydride (60% in mineral oil). The resulting mixture was allowed to stir for 16 hours at room temperature. The solution was then extracted three times with ethyl acetate, and the organic phase was washed sequentially with sodium hydroxide, water and brine, dried over sodium sulfate, and concentrated in vacuo to provide the product wh... Yields the product COCCC1=CC=C(OC[C@H]2OC2)C=C1 ((2S)-2-{[4-(2-Methoxyethyl)phenoxy]methyl}oxirane). Reaction SMILES: [CH3:1][O:2][CH2:3][CH2:4][C:5]1[CH:10]=[CH:9][C:8]([OH:11])=[CH:7][CH:6]=1.CC1C=CC(S(O[CH2:23][C@H:24]2[O:26][CH2:25]2)(=O)=O)=CC=1.[H-].[Na+]>CN(C=O)C>[CH3:1][O:2][CH2:3][CH2:4][C:5]1[CH:10]=[CH:9][C:8]([O:11][CH2:23][C@@H:24]2[CH2:25][O:26]2)=[CH:7][CH:6]=1 |f:2.3|. Run in CN(C)C=O (DMF). Reactants: COCCC1=CC=C(C=C1)O (4-(2-methoxyethyl)phenol), CC1=CC=C(C=C1)S(=O)(=O)OC[C@@H]2CO2 ((2S)-(+)-glycidyl tosylate), [H-].[Na+] (sodium hydride). Reaction SMILES: [CH2:1]([NH:4][C@@H:5]([C:7]([N-:9][CH2:10][CH2:11][CH2:12][C:13]1[CH:18]=[CH:17][CH:16]=[CH:15][CH:14]=1)=[O:8])[CH3:6])[CH:2]=[CH2:3].N[C@H](C([N-]CCCC1C=CC=CC=1)=O)C.[C:34]([NH:41][C@H:42]([C:53](O)=[O:54])[CH2:43][C:44]1[C:49]([CH3:50])=[CH:48][C:47]([OH:51])=[CH:46][C:45]=1[CH3:52])([O:36][C:37]([CH3:40])([CH3:39])[CH3:38])=[O:35].C(OC(Cl)=O)C(C)C>C(Cl)Cl.CN(C)C=O>[CH3:40][C:37]([CH3:38])([O:36][C:34]([NH:41][C@H:42]([C:53]([N:4]([CH2:1][CH:2]=[CH2:3])[C@@H:5]([C:7]([NH:9][CH2:10][CH2:11][CH2:12][C:13]1[CH:14]=[CH:15][CH:16]=[CH:17][CH:18]=1)=[O:8])[CH3:6])=[O:54])[CH2:43][C:44]1[C:49]([CH3:50])=[CH:48][C:47]([OH:51])=[CH:46][C:45]=1[CH3:52])=[O:35])[CH3:39]. The reactants are C(C=C)N[C@H](C)C(=O)[N-]CCCC1=CC=CC=C1 (N-Allyl-(D)-alanylphenylpropylamide), N[C@@H](C)C(=O)[N-]CCCC1=CC=CC=C1 (alanyl-phenylpropylamide), C(C(C)C)OC(=O)Cl (isobutylchloroformate), C(=O)(OC(C)(C)C)N[C@@H](CC1=C(C=C(C=C1C)O)C)C(=O)O (Boc-2,6-dimethyl-tyrosine). Product: CC(C)(OC(=O)N[C@@H](CC1=C(C=C(C=C1C)O)C)C(=O)N([C@H](C)C(=O)NCCCC1=CC=CC=C1)CC=C)C (N[(1,1-dimethylethoxy)carbonyl]-2,6-dimethyltyrosyl-N-(3-phenyl propyl)-Nα-(2-propenyl)-D-alaninamide). Run in anhydride, CN(C=O)C (Dimethylformamide), C(Cl)Cl (CH2Cl2). Reported procedure: N-Allyl-(D)-alanylphenylpropylamide (5.00 g, 20.3 mmol) replaced (D) alanyl-phenylpropylamide in the mixed anhydride synthesis described in Example 2. It was reacted using Boc-2,6-dimethyl-tyrosine (6.28 g, 20.3 mmol) N-methyl morpholine (2.05 g, 20.3 mmol) and isobutylchloroformate (2.77 g, 20.3 mmol). Dimethylformamide replaced CH2Cl2 as the solvent. The reaction mixture was worked up as in Example 2 and the resultant oil (10.62 g) was purified by column chromatography on Woelm silica eluting ... Starting materials: OC1=C(C(=NN1C1=NC=C(C=C1)C(F)(F)F)C)C(C)=NNC(=O)C1=CC=C(C(=O)OC)C=C1 (methyl 4-([2-(1-{5-hydroxy-3-methyl-1[5-(trifluoromethyl)-2-pyridinyl]-1H-pyrazol-4-yl}ethylidene)hydrazino]carbonyl)benzoate), [OH-].[Na+] (sodium hydroxide), Cl (hydrochloric acid). Solvent: CO (methanol). The product is CC1=NN(C(C1=C(C)NNC(=O)C1=CC=C(C(=O)O)C=C1)=O)C1=NC=C(C=C1)C(F)(F)F (4-[(2-{1-[3-methyl-5-oxo-1-(5-trifluoromethyl-2-pyridinyl)-1,5-dihydropyrazol-4-ylidene]-ethyl}hydrazino)carbonyl]benzoic acid). Yield: 62.0%. As a reaction SMILES: [OH:1][C:2]1[N:6]([C:7]2[CH:12]=[CH:11][C:10]([C:13]([F:16])([F:15])[F:14])=[CH:9][N:8]=2)[N:5]=[C:4]([CH3:17])[C:3]=1[C:18](=[N:20][NH:21][C:22]([C:24]1[CH:33]=[CH:32][C:27]([C:28]([O:30]C)=[O:29])=[CH:26][CH:25]=1)=[O:23])[CH3:19].[OH-].[Na+].Cl>CO>[CH3:17][C:4]1[C:3](=[C:18]([NH:20][NH:21][C:22]([C:24]2[CH:25]=[CH:26][C:27]([C:28]([OH:30])=[O:29])=[CH:32][CH:33]=2)=[O:23])[CH3:19])[C:2](=[O:1])[N:6]([C:7]2[CH:12]=[CH:11][C:10]([C:13]([F:16])([F:15])[F:14])=[CH:9][N:8]=2)[N:5]=1 |f:1.2|. Procedure: 50 mg of the methyl 4-([2-(1-{5-hydroxy-3-methyl-1[5-(trifluoromethyl)-2-pyridinyl]-1H-pyrazol-4-yl}ethylidene)hydrazino]carbonyl)benzoate synthesized in 1) was heated in 3 ml of methanol and 0.3 ml of 1M aqueous sodium hydroxide at 60° C. for 8 hours with stirring. After it was cooled to room temperature, 0.3 ml of 1M hydrochloric acid was added to precipitate crystals, and crystals were collected by filtration and dried to obtain 30 mg of the desired product, 4-[(2-{1-[3-methyl-5-oxo-1-(5-trif... Starting materials: COC(=O)C(Cc1ccc(O)cc1)NC(=O)C(CO)NC(=O)OCc1ccccc1, CO, Cl, [H][H]. Yields the product COC(=O)C(Cc1ccc(O)cc1)NC(=O)C(N)CO, Cl. Reaction SMILES: [CH3:1][O:2][C:3]([CH:4]([NH:5][C:6]([CH:7]([NH:8][C:9]([O:10][CH2:11][c:12]1[cH:13][cH:14][cH:15][cH:16][cH:17]1)=[O:18])[CH2:19][OH:20])=[O:21])[CH2:22][c:23]1[cH:24][cH:25][c:26]([OH:29])[cH:27][cH:28]1)=[O:30].[CH3:34][OH:35].[ClH:31].[H:32][H:33]>>[CH3:1][O:2][C:3]([CH:4]([NH:5][C:6]([CH:7]([NH2:8])[CH2:19][OH:20])=[O:21])[CH2:22][c:23]1[cH:24][cH:25][c:26]([OH:29])[cH:27][cH:28]1)=[O:30].[ClH:31].